This data is from the Open Reaction Database (ORD), a public repository of structured organic reaction records. The task is: describe an organic reaction: reactants, conditions, products, and yield Starting materials: Nc1cnc(Br)cn1, O=C([O-])[O-], CSc1ccc(B(O)O)c(C)c1, COCCOC, ClCCl, [Na+], [Na+], O, Cl[Pd]Cl, c1ccc(P(c2ccccc2)c2ccccc2)cc1, c1ccc(P(c2ccccc2)c2ccccc2)cc1. Product: CSc1ccc(-c2cnc(N)cn2)c(C)c1. As a reaction SMILES: [Br:13][c:14]1[n:15][cH:16][c:17]([NH2:20])[n:18][cH:19]1.[C:27](=[O:28])([O-:29])[O-:30].[CH3:1][c:2]1[c:3]([B:10]([OH:11])[OH:12])[cH:4][cH:5][c:6]([S:8][CH3:9])[cH:7]1.[CH3:21][O:22][CH2:23][CH2:24][O:25][CH3:26].[Cl:75][CH2:76][Cl:77].[Na+:31].[Na+:32].[OH2:74].[Pd:33]([Cl:34])[Cl:35].[c:36]1([P:37]([c:38]2[cH:39][cH:40][cH:41][cH:42][cH:43]2)[c:44]2[cH:45][cH:46][cH:47][cH:48][cH:49]2)[cH:50][cH:51][cH:52][cH:53][cH:54]1.[c:55]1([P:56]([c:57]2[cH:58][cH:59][cH:60][cH:61][cH:62]2)[c:63]2[cH:64][cH:65][cH:66][cH:67][cH:68]2)[cH:69][cH:70][cH:71][cH:72][cH:73]1>>[CH3:1][c:2]1[c:3](-[c:14]2[n:15][cH:16][c:17]([NH2:20])[n:18][cH:19]2)[cH:4][cH:5][c:6]([S:8][CH3:9])[cH:7]1. Reactants: C12NCC(C=C1)CC2 (2-azabicyclo[2,2,2]-oct-5-ene), C(C1=CC=CC=C1)(=O)Cl (benzoyl chloride). The solvent is [OH-].[Na+] (sodium hydroxide). Reaction conditions: time 1 hour. The product is C(C1=CC=CC=C1)(=O)N1C2C=CC(C1)CC2 (2-benzoyl-2-azabicyclo[2,2,2]oct-5-ene). The yield is 55.0%. RXN SMILES: [CH:1]12[CH2:8][CH2:7][CH:4]([CH:5]=[CH:6]1)[CH2:3][NH:2]2.[C:9](Cl)(=[O:16])[C:10]1[CH:15]=[CH:14][CH:13]=[CH:12][CH:11]=1>[OH-].[Na+]>[C:9]([N:2]1[CH2:3][CH:4]2[CH2:7][CH2:8][CH:1]1[CH:6]=[CH:5]2)(=[O:16])[C:10]1[CH:15]=[CH:14][CH:13]=[CH:12][CH:11]=1 |f:2.3|. Procedure details: To a solution of 2-azabicyclo[2,2,2]-oct-5-ene (M. P. Cava et al, J. Org. Chem., 30, 3772 (1965)) (3.3 g) in aqueous 2.5N sodium hydroxide (50 ml) was added benzoyl chloride (6 ml) and the mixture stirred vigourously for 1 hour. Extraction into ether (2×100 ml), drying (Na2SO4) and concentration afforded the 2-benzoyl-2-azabicyclo[2,2,2]oct-5-ene (D1a) (3.7 g, 55%).